This data is from the Open Reaction Database (ORD), a public repository of structured organic reaction records. The task is: describe an organic reaction: reactants, conditions, products, and yield The reactants are C(C=C)[C@H](C(=O)OC(C)(C)C)[C@@H](C(=O)OC)CN(C(=O)OCC1=CC=CC=C1)CC1=CC=CC=C1 (4-methyl 1-tert-butyl(2S,3R)-2-allyl-3-({benzyl[(benzyloxy)cabonyl]amino}methyl)butanedioate), O=[O+][O-] (ozone), CSC (dimethyl sulfide), O=[O+][O-] (ozone). The solvent is ClCCl (dichloromethane). Run at time 2 hour. The product is C(C1=CC=CC=C1)N(C(=O)OCC1=CC=CC=C1)C[C@H](C(=O)OC)[C@@H](C(=O)OC(C)(C)C)CC=O (1-methyl 4-tert-butyl(2R,3S)-2-({benzyl[(benzyloxy)cabonyl]amino}methyl)-3-(2-oxoethyl)butanedioate). The yield is 79.0%. RXN SMILES: [CH2:1]([C@@H:4]([C@H:12]([CH2:17][N:18]([CH2:29][C:30]1[CH:35]=[CH:34][CH:33]=[CH:32][CH:31]=1)[C:19]([O:21][CH2:22][C:23]1[CH:28]=[CH:27][CH:26]=[CH:25][CH:24]=1)=[O:20])[C:13]([O:15][CH3:16])=[O:14])[C:5]([O:7][C:8]([CH3:11])([CH3:10])[CH3:9])=[O:6])[CH:2]=C.[O:36]=[O+][O-].CSC>ClCCl>[CH2:29]([N:18]([CH2:17][C@@H:12]([C@H:4]([CH2:1][CH:2]=[O:36])[C:5]([O:7][C:8]([CH3:9])([CH3:10])[CH3:11])=[O:6])[C:13]([O:15][CH3:16])=[O:14])[C:19]([O:21][CH2:22][C:23]1[CH:28]=[CH:27][CH:26]=[CH:25][CH:24]=1)=[O:20])[C:30]1[CH:35]=[CH:34][CH:33]=[CH:32][CH:31]=1. Reported procedure: To a stirred solution of 4-methyl 1-tert-butyl(2S,3R)-2-allyl-3-({benzyl[(benzyloxy)cabonyl]amino}methyl)butanedioate (2.336 g, 4.851 mmol) in dichloromethane (97 mL) at −78° C. was bubbled ozone. After the solution turned blue, ozone bubbling continued for additional 15 min. Nitrogen was then bubbled into the mixture until the blue color disappeared. The reaction was quenched with dimethyl sulfide (1.78 mL, 24.26 mmol) and the solution was stirred at rt for 2 h. The solvent was removed under re... Starting materials: Cc1cn(C)c(Br)n1, O=C([O-])[O-], CO, COC(CN(C(=O)CCOCCc1cccc(B2OC(C)(C)C(C)(C)O2)c1)C1CCCCC1)OC, [K+], [K+], c1ccc(P(c2ccccc2)(c2ccccc2)[Pd](P(c2ccccc2)(c2ccccc2)c2ccccc2)(P(c2ccccc2)(c2ccccc2)c2ccccc2)P(c2ccccc2)(c2ccccc2)c2ccccc2)cc1. Product: COC(CN(C(=O)CCOCCc1cccc(-c2nc(C)cn2C)c1)C1CCCCC1)OC. RXN SMILES: [Br:42][c:43]1[n:44]([CH3:49])[cH:45][c:46]([CH3:48])[n:47]1.[C:36](=[O:37])([O-:38])[O-:39].[CH3:50][OH:51].[CH:1]1([N:7]([C:8]([CH2:9][CH2:10][O:11][CH2:12][CH2:13][c:14]2[cH:15][c:16]([B:20]3[O:21][C:22]([CH3:23])([CH3:24])[C:25]([CH3:26])([CH3:27])[O:28]3)[cH:17][cH:18][cH:19]2)=[O:29])[CH2:30][CH:31]([O:32][CH3:33])[O:34][CH3:35])[CH2:2][CH2:3][CH2:4][CH2:5][CH2:6]1.[K+:40].[K+:41].[cH:52]1[cH:53][cH:54][c:55]([P:56]([Pd:57]([P:58]([c:59]2[cH:60][cH:61][cH:62][cH:63][cH:64]2)([c:65]2[cH:66][cH:67][cH:68][cH:69][cH:70]2)[c:71]2[cH:72][cH:73][cH:74][cH:75][cH:76]2)([P:77]([c:78]2[cH:79][cH:80][cH:81][cH:82][cH:83]2)([c:84]2[cH:85][cH:86][cH:87][cH:88][cH:89]2)[c:90]2[cH:91][cH:92][cH:93][cH:94][cH:95]2)[P:96]([c:97]2[cH:98][cH:99][cH:100][cH:101][cH:102]2)([c:103]2[cH:104][cH:105][cH:106][cH:107][cH:108]2)[c:109]2[cH:110][cH:111][cH:112][cH:113][cH:114]2)([c:115]2[cH:116][cH:117][cH:118][cH:119][cH:120]2)[c:121]2[cH:122][cH:123][cH:124][cH:125][cH:126]2)[cH:127][cH:128]1>>[CH:1]1([N:7]([C:8]([CH2:9][CH2:10][O:11][CH2:12][CH2:13][c:14]2[cH:15][c:16](-[c:43]3[n:44]([CH3:49])[cH:45][c:46]([CH3:48])[n:47]3)[cH:17][cH:18][cH:19]2)=[O:29])[CH2:30][CH:31]([O:32][CH3:33])[O:34][CH3:35])[CH2:2][CH2:3][CH2:4][CH2:5][CH2:6]1. Procedure: 0.16 g (1.00 mmol) of the compound (3) was dissolved in 50 ml of water, followed by adding 4.00 g of amberlight IR-120B (proton type cation exchange resin) to the resultant solution. The system thus prepared was kept stirred for 8.5 hours at 100° C. Then, the amberlight IR-120B was removed from the reaction system by means of filtration, followed by washing the cation exchange resin with water. Further, the solvent was removed from the filtrate and the washing water by means of distillation unde... RXN SMILES: [C@@H:1]12[O:11][CH2:10][C@@H:8]([O:9]1)[C@@H:6]([OH:7])[C@@H:4]([OH:5])[C@@H:2]2[OH:3].[OH2:12]>>[O:12]=[CH:10][C@H:8]([C@@H:6]([C@@H:4]([C@@H:2]([CH2:1][OH:11])[OH:3])[OH:5])[OH:7])[OH:9]. The reactants are [C@H]12[C@@H](O)[C@H](O)[C@H](O)[C@H](O1)CO2 (1,6-anhydro-β-D-altropyranose), O (water), resultant solution. Yields the product O=C[C@@H](O)[C@H](O)[C@H](O)[C@H](O)CO (D-altrose). Run at temperature 100 celsius, time 8.5 hour. Starting materials: N1=CC(=CC=C1)CNCCN1CCNCC1 (1-(2-[3-pyridylmethylamino]-ethyl)-piperazine), C(C)(C)(C)OC(=O)ON=C(C#N)C1=CC=CC=C1 (2-(tert-butoxycarbonyloxyimino)-2-phenylacetonitrile). The solvent is O1CCOCC1.O (dioxane water). The product is C(C)(C)(C)OC(=O)N(CCN1CCNCC1)CC=1C=NC=CC1 (1-(2-[N-tert-butoxycarbonyl-3-pyridylmethylamino]-ethyl)-piperazine). As a reaction SMILES: [N:1]1[CH:6]=[CH:5][CH:4]=[C:3]([CH2:7][NH:8][CH2:9][CH2:10][N:11]2[CH2:16][CH2:15][NH:14][CH2:13][CH2:12]2)[CH:2]=1.[C:17]([O:21][C:22](ON=C(C1C=CC=CC=1)C#N)=[O:23])([CH3:20])([CH3:19])[CH3:18]>O1CCOCC1.O>[C:17]([O:21][C:22]([N:8]([CH2:7][C:3]1[CH:2]=[N:1][CH:6]=[CH:5][CH:4]=1)[CH2:9][CH2:10][N:11]1[CH2:16][CH2:15][NH:14][CH2:13][CH2:12]1)=[O:23])([CH3:20])([CH3:19])[CH3:18] |f:2.3|. Reported procedure: 1-(2-[3-pyridylmethylamino]-ethyl)-piperazine (2.20 g, 10 mmol) is dissolved in 20 mL of dioxane:water (1:1) mixture and 2-(tert-butoxycarbonyloxyimino)-2-phenylacetonitrile (2.46 g, 10 mmol) is added. The mixture is then stirred until no starting material is detected on thin layer chromatography. The obtained mixture is fractionally separated by silica gel chromatography, followed by RP-HPLC to obtain 1-(2-[N-tert-butoxycarbonyl-3-pyridylmethylamino]-ethyl)-piperazine. Following the procedure o... The reactants are C(#N)N1[C@H]2[C@@H]3C[C@@H](C(C[C@@]3(C=3C=C(C=CC3C2)OC)CC1)=O)C (17-Cyano-3-methoxy-7α-methylmorphinan-6-one), Cl (HCl). The product is Cl.COC=1C=CC=2C[C@@H]3[C@@H]4C[C@@H](C(C[C@@]4(C2C1)CCN3)=O)C (3-Methoxy-7α-methylmorphinan-6-one Hydrochloride). RXN SMILES: C([N:3]1[CH2:21][CH2:20][C@@:10]23[C:11]4[CH:12]=[C:13]([O:18][CH3:19])[CH:14]=[CH:15][C:16]=4[CH2:17][C@@H:4]1[C@@H:5]2[CH2:6][C@H:7]([CH3:23])[C:8](=[O:22])[CH2:9]3)#N.[ClH:24]>>[ClH:24].[CH3:19][O:18][C:13]1[CH:14]=[CH:15][C:16]2[CH2:17][C@H:4]3[NH:3][CH2:21][CH2:20][C@@:10]4([C:11]=2[CH:12]=1)[C@H:5]3[CH2:6][C@H:7]([CH3:23])[C:8](=[O:22])[CH2:9]4 |f:2.3|. Procedure details: A suspension of 10 (7.2 g, 23 mmol) in 2 N HCl was refluxed for 5 hours. The clear solution was evaporated to give 7.4 g of 13 as a foam, homogeneous by thin layer chromatography, which was used without further purification in the alkylation reactions as described below. The reactants are CCCCCc1ccc(-c2ccc(C3CCC(C=O)(CCC)CC3)cc2)cc1, [K+], NN, [OH-], O, OCCOCCO. Product: CCCCCc1ccc(-c2ccc(C3CCC(C)(CCC)CC3)cc2)cc1. As a reaction SMILES: [CH:1](=[O:2])[C:3]1([CH2:26][CH2:27][CH3:28])[CH2:4][CH2:5][CH:6]([c:9]2[cH:10][cH:11][c:12](-[c:15]3[cH:16][cH:17][c:18]([CH2:21][CH2:22][CH2:23][CH2:24][CH3:25])[cH:19][cH:20]3)[cH:13][cH:14]2)[CH2:7][CH2:8]1.[K+:33].[NH2:30][NH2:31].[OH-:32].[OH2:29].[OH:34][CH2:35][CH2:36][O:37][CH2:38][CH2:39][OH:40]>>[CH3:1][C:3]1([CH2:26][CH2:27][CH3:28])[CH2:4][CH2:5][CH:6]([c:9]2[cH:10][cH:11][c:12](-[c:15]3[cH:16][cH:17][c:18]([CH2:21][CH2:22][CH2:23][CH2:24][CH3:25])[cH:19][cH:20]3)[cH:13][cH:14]2)[CH2:7][CH2:8]1.